This data is from the Open Reaction Database (ORD), a public repository of structured organic reaction records. The task is: describe an organic reaction: reactants, conditions, products, and yield Starting materials: ClC=1N=CN(C1C1=CC=C(C=C1)OCC)C1=CC=C(C=C1)S(=O)(=O)N (4-[4-chloro-5-(4-ethoxyphenyl)imidazol-1-yl]benzenesulfonamide), [OH-].[Na+] (NaOH). Solvent: CCO (EtOH). Reaction conditions: time 2 hour. Yields the product [Na+].ClC=1N=CN(C1C1=CC=C(C=C1)OCC)C1=CC=C(C=C1)S(=O)(=O)[NH-] (4-[4-Chloro-5-(4-ethoxyphenyl)imidazol-1-yl]benzenesulfonamide Sodium Salt). RXN SMILES: [Cl:1][C:2]1[N:3]=[CH:4][N:5]([C:16]2[CH:21]=[CH:20][C:19]([S:22]([NH2:25])(=[O:24])=[O:23])=[CH:18][CH:17]=2)[C:6]=1[C:7]1[CH:12]=[CH:11][C:10]([O:13][CH2:14][CH3:15])=[CH:9][CH:8]=1.[OH-].[Na+:27]>CCO>[Na+:27].[Cl:1][C:2]1[N:3]=[CH:4][N:5]([C:16]2[CH:21]=[CH:20][C:19]([S:22]([NH-:25])(=[O:24])=[O:23])=[CH:18][CH:17]=2)[C:6]=1[C:7]1[CH:8]=[CH:9][C:10]([O:13][CH2:14][CH3:15])=[CH:11][CH:12]=1 |f:1.2,4.5|. Procedure details: To a suspension of 4-[4-chloro-5-(4-ethoxyphenyl)imidazol-1-yl]benzenesulfonamide (1 g, 2.89 mmol) (obtained as described in WO 00/23426) in EtOH (55 mL), NaOH powder (115 mg, 2.89 mmol) was added under argon atmosphere, and the resulting mixture was stirred at room temperature for 2 h. The mixture was concentrated to dryness and a crude product was obtained, which was directly used in the following reaction. Reported procedure: To a solution of (R)-tert-butyl 4-formyl-2,2-dimethyloxazolidine-3-carboxylate (Aldrich, 12.44 g, 54.26 mmol) in THF (150 mL) at −78° C. was added cyclopropylmagnesium bromide (217 mL, 108.52 mmol) dropwise. The reaction mixture was allowed to warm to room temperature and stir overnight. The reaction was quenched with water and diluted with ethyl acetate and brine. The resulting emulsion was filtered through celite and the layers separated. The organics were dried over magnesium sulfate, filtere... The solvent is C1CCOC1 (THF). Starting materials: C(=O)[C@@H]1N(C(OC1)(C)C)C(=O)OC(C)(C)C ((R)-tert-butyl 4-formyl-2,2-dimethyloxazolidine-3-carboxylate), C1(CC1)[Mg]Br (cyclopropylmagnesium bromide). Product: ethyl acetate hexanes, C1(CC1)C([C@@H]1N(C(OC1)(C)C)C(=O)OC(C)(C)C)O ((R)-tert-butyl 4-(cyclopropyl(hydroxy)methyl)-2,2-dimethyloxazolidine-3-carboxylate). Run at time 8 hour. The yield is 84.7%. RXN SMILES: [CH:1]([C@H:3]1[CH2:7][O:6][C:5]([CH3:9])([CH3:8])[N:4]1[C:10]([O:12][C:13]([CH3:16])([CH3:15])[CH3:14])=[O:11])=[O:2].[CH:17]1([Mg]Br)[CH2:19][CH2:18]1>C1COCC1>[CH:17]1([CH:1]([OH:2])[C@H:3]2[CH2:7][O:6][C:5]([CH3:9])([CH3:8])[N:4]2[C:10]([O:12][C:13]([CH3:16])([CH3:15])[CH3:14])=[O:11])[CH2:19][CH2:18]1. The reactants are O=C([O-])O, COc1nc(-c2sccc2[N+](=O)[O-])cs1, [Na+], O, O=P(Cl)(Cl)Cl. The product is O=[N+]([O-])c1ccsc1-c1csc(Cl)n1. Reaction SMILES: [C:16](=[O:17])([OH:18])[O-:19].[CH3:1][O:2][c:3]1[s:4][cH:5][c:6](-[c:8]2[s:9][cH:10][cH:11][c:12]2[N+:13](=[O:14])[O-:15])[n:7]1.[Na+:20].[OH2:26].[P:21]([Cl:22])([Cl:23])([Cl:24])=[O:25]>>[c:3]1([Cl:23])[s:4][cH:5][c:6](-[c:8]2[s:9][cH:10][cH:11][c:12]2[N+:13](=[O:14])[O-:15])[n:7]1. Reactants: acid chloride, C1=C(C=CC2=CC=CC=C12)C(C(=O)O)C(C)C (2-(2-naphthyl)-3-methylbutanoic acid), C(C1=CC=CC=C1)C1=CC=CC(=N1)CO ((6-benzyl-2-pyridyl)methanol). Product: C1=C(C=CC2=CC=CC=C12)C(C(=O)OCC1=NC(=CC=C1)CC1=CC=CC=C1)C(C)C ((6-benzyl-2-pyridyl)methyl 2-(2-naphthyl)-3-methylbutanoate). RXN SMILES: [CH:1]1[C:10]2[C:5](=[CH:6][CH:7]=[CH:8][CH:9]=2)[CH:4]=[CH:3][C:2]=1[CH:11]([CH:15]([CH3:17])[CH3:16])[C:12]([OH:14])=[O:13].[CH2:18]([C:25]1[N:30]=[C:29]([CH2:31]O)[CH:28]=[CH:27][CH:26]=1)[C:19]1[CH:24]=[CH:23][CH:22]=[CH:21][CH:20]=1>>[CH:1]1[C:10]2[C:5](=[CH:6][CH:7]=[CH:8][CH:9]=2)[CH:4]=[CH:3][C:2]=1[CH:11]([CH:15]([CH3:17])[CH3:16])[C:12]([O:14][CH2:31][C:29]1[CH:28]=[CH:27][CH:26]=[C:25]([CH2:18][C:19]2[CH:24]=[CH:23][CH:22]=[CH:21][CH:20]=2)[N:30]=1)=[O:13]. Procedure details: Following the procedure of Example 1, the acid chloride of 2-(2-naphthyl)-3-methylbutanoic acid is reacted with (6-benzyl-2-pyridyl)methanol to yield (6-benzyl-2-pyridyl)methyl 2-(2-naphthyl)-3-methylbutanoate. Reactants: CCOC(=O)OC(C)Cl, CC#N, [I-], [Na+]. The product is CCOC(=O)OC(C)I. RXN SMILES: [C:1]([O:2][CH:3]([CH3:4])[Cl:5])([O:6][CH2:7][CH3:8])=[O:9].[CH3:12][C:13]#[N:14].[I-:11].[Na+:10]>>[C:1]([O:2][CH:3]([CH3:4])[I:11])([O:6][CH2:7][CH3:8])=[O:9]. Procedure details: In a 300 ml three-necked flask equipped with a dropping funnel and a magnetic stirrer, 10.0 g (0.0728 mol) of phosphorus trichloride and 100 ml of anhydrous diethyl ether were charged at room temperature in a nitrogen gas atmosphere, and the mixture was cooled to 5° C. or less in an ice bath. While the resulting reaction mixture was stirred, 30.0 ml (0.291 mol) of diethylamine were slowly added dropwise to the reaction mixture over 3 hours. The resulting crystals were filtered off under pressure... Run in C(C)OCC (diethyl ether). The yield is 52.6%. RXN SMILES: [P:1]([Cl:4])(Cl)Cl.[CH2:5]([NH:7][CH2:8][CH3:9])[CH3:6]>C(OCC)C>[Cl:4][P:1]([N:7]([CH2:8][CH3:9])[CH2:5][CH3:6])[N:7]([CH2:8][CH3:9])[CH2:5][CH3:6]. Starting materials: P(Cl)(Cl)Cl (phosphorus trichloride), C(C)NCC (diethylamine). Product: ClP(N(CC)CC)N(CC)CC (chlorobis(diethylamino)phosphine). Reaction SMILES: [C:1]([NH:8][C@H:9]([C:17]([OH:19])=O)[CH2:10][C:11]1[CH:16]=[CH:15][CH:14]=[CH:13][CH:12]=1)([O:3][C:4]([CH3:7])([CH3:6])[CH3:5])=[O:2].[NH2:20][C:21]1[CH:26]=[CH:25][CH:24]=[CH:23][CH:22]=1.C1(N=C=NC2CCCCC2)CCCCC1.ON1C2N=CC=CC=2N=N1>C(Cl)Cl>[C:21]1([NH:20][C:17](=[O:19])[C@H:9]([CH2:10][C:11]2[CH:12]=[CH:13][CH:14]=[CH:15][CH:16]=2)[NH:8][C:1]([O:3][C:4]([CH3:5])([CH3:6])[CH3:7])=[O:2])[CH:26]=[CH:25][CH:24]=[CH:23][CH:22]=1. The reactants are C(=O)(OC(C)(C)C)N[C@@H](CC1=CC=CC=C1)C(=O)O (N-BOC-L-phenylalanine), NC1=CC=CC=C1 (aniline), C1(CCCCC1)N=C=NC1CCCCC1 (dicyclohexylcarbodiimide), ON1N=NC2=C1N=CC=C2 (1-hydroxy-7-azabenzotriazole). Yields the product C1(=CC=CC=C1)NC([C@@H](NC(=O)OC(C)(C)C)CC1=CC=CC=C1)=O (N-BOC-L-phenylalanine-N-phenylamide). Isolated yield 42.9%. Reaction conditions: time 8 hour. Solvent: C(Cl)Cl (methylene chloride). Procedure details: To a stirred solution of N-BOC-L-phenylalanine (20 g, 75.4 mmol) in methylene chloride (200 mL) is added aniline (7.0 mL, 75.4 mmol), dicyclohexylcarbodiimide (15.5 g, 75.4 mmol), and 1-hydroxy-7-azabenzotriazole (10.3 g, 75.4 mmol). The mixture is stirred at room temperature overnight. The solid is filtered away and the filtrate is washed with 5% citric acid (50 mL), a saturated solution of sodium bicarbonate (50 mL), and brine (50 mL). The organic phase is dried over magnesium sulfate, filtere...